describe an organic reaction: reactants, conditions, products, and yield From a dataset of the Open Reaction Database (ORD), a public repository of structured organic reaction records. Reactants: CC(=O)OCBr, CN(C)c1ccc2c(-c3ccc([N+](=O)[O-])c(N)c3C(=O)O)c3ccc(N(C)C)cc3[o+]c2c1, CCN(C(C)C)C(C)C, CC(Cl)Cl. The product is [Br-], CC(=O)OCOC(=O)c1c(-c2c3ccc(N(C)C)cc3[o+]c3cc(N(C)C)ccc23)ccc([N+](=O)[O-])c1N. As a reaction SMILES: [C:43]([CH3:44])(=[O:45])[O:46][CH2:47][Br:48].[CH3:1][N:2]([c:3]1[cH:4][cH:5][c:6]2[c:7](-[c:20]3[c:21]([C:30](=[O:31])[OH:32])[c:22]([NH2:29])[c:23]([N+:26](=[O:27])[O-:28])[cH:24][cH:25]3)[c:8]3[cH:9][cH:10][c:11]([N:17]([CH3:18])[CH3:19])[cH:12][c:13]3[o+:14][c:15]2[cH:16]1)[CH3:33].[CH:34]([N:35]([CH:36]([CH3:37])[CH3:38])[CH2:39][CH3:40])([CH3:41])[CH3:42].[Cl:49][CH:50]([Cl:51])[CH3:52]>>[Br-:48].[CH3:1][N:2]([c:3]1[cH:4][cH:5][c:6]2[c:7](-[c:20]3[c:21]([C:30](=[O:31])[O:32][CH2:47][O:46][C:43]([CH3:44])=[O:45])[c:22]([NH2:29])[c:23]([N+:26](=[O:27])[O-:28])[cH:24][cH:25]3)[c:8]3[cH:9][cH:10][c:11]([N:17]([CH3:18])[CH3:19])[cH:12][c:13]3[o+:14][c:15]2[cH:16]1)[CH3:33].